This data is from the Open Reaction Database (ORD), a public repository of structured organic reaction records. The task is: describe an organic reaction: reactants, conditions, products, and yield Starting materials: N1=CC=CC=C1 (Pyridine), C(OC1=CC=CC=C1)(=O)Cl (phenyl chlorocarbonate), OCC1=C(C=CC=C1)N(C=O)CCCCCCCCCCCCCCCCCC ([2-(hydroxymethyl)phenyl]-N-octadecylformamide). The solvent is C(Cl)(Cl)Cl (chloroform), C(Cl)(Cl)Cl (chloroform). Run at time 2 hour. The product is C(CCC)N(CCCNC(=O)OCC1=C(C=CC=C1)N(C=O)CCCCCCCCCCCCCCCCCC)CCCC ([2-[[N-[3-(Dibutylamino)propyl]carbamoyloxy]methyl]phenyl]-N-octadecylformamide). RXN SMILES: [N:1]1[CH:6]=[CH:5][CH:4]=[CH:3][CH:2]=1.C(Cl)(=O)O[C:9]1[CH:14]=[CH:13][CH:12]=CC=1.[OH:17][CH2:18][C:19]1[CH:24]=[CH:23][CH:22]=[CH:21][C:20]=1[N:25]([CH2:28][CH2:29][CH2:30][CH2:31][CH2:32][CH2:33][CH2:34][CH2:35][CH2:36][CH2:37][CH2:38][CH2:39][CH2:40][CH2:41][CH2:42][CH2:43][CH2:44][CH3:45])[CH:26]=[O:27]>C(Cl)(Cl)Cl>[CH2:6]([N:1]([CH2:12][CH2:13][CH2:14][CH3:9])[CH2:2][CH2:19][CH2:20][NH:25][C:26]([O:17][CH2:18][C:19]1[CH:24]=[CH:23][CH:22]=[CH:21][C:20]=1[N:25]([CH2:28][CH2:29][CH2:30][CH2:31][CH2:32][CH2:33][CH2:34][CH2:35][CH2:36][CH2:37][CH2:38][CH2:39][CH2:40][CH2:41][CH2:42][CH2:43][CH2:44][CH3:45])[CH:26]=[O:27])=[O:27])[CH2:5][CH2:4][CH3:3]. Procedure details: Pyridine (0.67 ml) and phenyl chlorocarbonate (0.76 ml) were added to a suspension of [2-(hydroxymethyl)phenyl]-N-octadecylformamide (2.20 g), which was synthesized in Example 1-1, in chloroform (22 ml) while being cooled with ice. After being stirred for 2 hours at room temperature, the reaction mixture, with chloroform added thereto, was washed with 1N hydrochloric acid, saturated sodium hydrogencarbonate aqueous solution and saturated brine successively, dried over sodium sulfate anhydride, a... Reactants: CO, CC1(C)OC(=O)C=C(CC(O)(C#C[Si](C)(C)C)C2CCCC2)O1, [F-]. Yields the product C#CC(O)(CC1=CC(=O)OC(C)(C)O1)C1CCCC1. Reaction SMILES: [CH3:25][OH:26].[CH:1]1([C:6]([CH2:7][C:8]2=[CH:9][C:10](=[O:16])[O:11][C:12]([CH3:14])([CH3:15])[O:13]2)([C:17]#[C:18][Si:19]([CH3:20])([CH3:21])[CH3:22])[OH:23])[CH2:2][CH2:3][CH2:4][CH2:5]1.[F-:24]>>[CH:1]1([C:6]([CH2:7][C:8]2=[CH:9][C:10](=[O:16])[O:11][C:12]([CH3:14])([CH3:15])[O:13]2)([C:17]#[CH:18])[OH:23])[CH2:2][CH2:3][CH2:4][CH2:5]1. The reactants are NCCCCCCO (6-aminohexanol), ClC1=CC(=NC2=CC=CC=C12)C (4-chloro-2-methylquinoline), [I-].[K+] (potassium iodide). The solvent is C(C)N(CC)CC (triethylamine). Product: CC1=NC2=CC=CC=C2C(=C1)NCCCCCCN1CCCCC1 (2-Methyl 4-(6-piperidinohexylamino)quinoline). Reaction SMILES: [NH2:1][CH2:2][CH2:3][CH2:4][CH2:5][CH2:6][CH2:7]O.Cl[C:10]1[C:19]2[C:14](=[CH:15][CH:16]=[CH:17][CH:18]=2)[N:13]=[C:12]([CH3:20])[CH:11]=1.[I-].[K+]>C(N(CC)CC)C>[CH3:20][C:12]1[CH:11]=[C:10]([NH:1][CH2:2][CH2:3][CH2:4][CH2:5][CH2:6][CH2:7][N:13]2[CH2:14][CH2:19][CH2:10][CH2:11][CH2:12]2)[C:19]2[C:14](=[CH:15][CH:16]=[CH:17][CH:18]=2)[N:13]=1 |f:2.3|. Procedure details: Synthesis and purification were performed according to the procedure stated in example 152 using reagents 6-aminohexanol (15 mmol), 4-chloro-2-methylquinoline (15 mmol), 5 ml of triethylamine, and catalytic amounts of potassium iodide in the first step. The final product was purified by column chromatography (eluent: ethyl acetate/triethylamine (95/5)). The solvent was removed under reduced pressure. The residue was crystallized with oxalic acid from diethyl ether/ethanol. The reactants are CC(=O)O, COC, COc1ccc(O)cc1, Cc1cc(Nc2cc3ccccc3c(Cl)n2)n[nH]1, [H-], [Na+]. The product is COc1ccc(Oc2nc(Nc3cc(C)[nH]n3)cc3ccccc23)cc1. RXN SMILES: [CH3:30][C:31](=[O:32])[OH:33].[CH3:34][O:35][CH3:36].[CH3:3][O:4][c:5]1[cH:6][cH:7][c:8]([OH:11])[cH:9][cH:10]1.[Cl:12][c:13]1[n:14][c:15]([NH:23][c:24]2[n:25][nH:26][c:27]([CH3:29])[cH:28]2)[cH:16][c:17]2[cH:18][cH:19][cH:20][cH:21][c:22]12.[H-:2].[Na+:1]>>[CH3:3][O:4][c:5]1[cH:6][cH:7][c:8]([O:11][c:13]2[n:14][c:15]([NH:23][c:24]3[n:25][nH:26][c:27]([CH3:29])[cH:28]3)[cH:16][c:17]3[cH:18][cH:19][cH:20][cH:21][c:22]23)[cH:9][cH:10]1.